Dataset: the Open Reaction Database (ORD), a public repository of structured organic reaction records. Task: describe an organic reaction: reactants, conditions, products, and yield Reactants: C(C)(=O)O[BH-](OC(C)=O)OC(C)=O.[Na+] (sodium triacetoxyborohydride), NC=1C=C2CCCC2=CC1 (5-aminoindane), C(C1=CC=CC=C1)C1(CCC(CC1)=O)N(C)C (4-benzyl-4-dimethylamino-cyclohexanone), S(=O)(=O)([O-])[O-].[Na+].[Na+] (sodium sulfate). Run in ClCCCl (1,2-dichloroethane). Run at time 2 hour. The product is C(C1=CC=CC=C1)C1(CCC(CC1)NC=1C=C2CCCC2=CC1)N(C)C (1-benzyl-N′-indan-5-yl-N,N-dimethyl-cyclohexane-1,4-diamine). Yield: 63.2%. Reaction SMILES: [NH2:1][C:2]1[CH:3]=[C:4]2[C:8](=[CH:9][CH:10]=1)[CH2:7][CH2:6][CH2:5]2.[CH2:11]([C:18]1([N:25]([CH3:27])[CH3:26])[CH2:23][CH2:22][C:21](=O)[CH2:20][CH2:19]1)[C:12]1[CH:17]=[CH:16][CH:15]=[CH:14][CH:13]=1.S([O-])([O-])(=O)=O.[Na+].[Na+].C(O[BH-](OC(=O)C)OC(=O)C)(=O)C.[Na+]>ClCCCl>[CH2:11]([C:18]1([N:25]([CH3:26])[CH3:27])[CH2:23][CH2:22][CH:21]([NH:1][C:2]2[CH:3]=[C:4]3[C:8](=[CH:9][CH:10]=2)[CH2:7][CH2:6][CH2:5]3)[CH2:20][CH2:19]1)[C:12]1[CH:17]=[CH:16][CH:15]=[CH:14][CH:13]=1 |f:2.3.4,5.6|. Reported procedure: 266 mg 5-aminoindane and 462 mg 4-benzyl-4-dimethylamino-cyclohexanone (see example 3) were dissolved in dry 1,2-dichloroethane under argon and the solution was stirred with 2 g sodium sulfate for 24 hours at RT. 600 mg sodium triacetoxyborohydride were added to this mixture and the mixture was stirred for two hours at RT. For working up, the reaction mixture was concentrated and the residue was adjusted to pH 11 with five molar sodium hydroxide solution. The alkaline phase was diluted with wate... Reactants: ClCCCC(C#N)(C1=CC(=C(C=C1)OC)OC)SC1=CC=C(C=C1)C (α-(3-chloropropyl)-3,4-dimethoxy-α-[(4-methylphenyl)thio]benzeneacetonitrile), CC1NCCC2=CC(=C(C=C12)O)O (1-methyl-6,7-dihydroxy-1,2,3,4-tetrahydroisoquinoline). Yields the product COC=1C=C(C=CC1OC)C(C#N)(CCCN1C(C2=CC(=C(C=C2CC1)O)O)C)SC1=CC=C(C=C1)C (α-(3,4-Dimethoxyphenyl)-3,4-dihydro-6,7-dihydroxy-1-methyl-α-[(4-methylphenyl)thio]-2(1H)-isoquinoline-pentanenitrile). Yield: 18336.6%. Reaction SMILES: Cl[CH2:2][CH2:3][CH2:4][C:5]([S:18][C:19]1[CH:24]=[CH:23][C:22]([CH3:25])=[CH:21][CH:20]=1)([C:8]1[CH:13]=[CH:12][C:11]([O:14][CH3:15])=[C:10]([O:16][CH3:17])[CH:9]=1)[C:6]#[N:7].[CH3:26][CH:27]1[C:36]2[C:31](=[CH:32][C:33]([OH:38])=[C:34]([OH:37])[CH:35]=2)[CH2:30][CH2:29][NH:28]1>>[CH3:17][O:16][C:10]1[CH:9]=[C:8]([C:5]([S:18][C:19]2[CH:24]=[CH:23][C:22]([CH3:25])=[CH:21][CH:20]=2)([CH2:4][CH2:3][CH2:2][N:28]2[CH2:29][CH2:30][C:31]3[C:36](=[CH:35][C:34]([OH:37])=[C:33]([OH:38])[CH:32]=3)[CH:27]2[CH3:26])[C:6]#[N:7])[CH:13]=[CH:12][C:11]=1[O:14][CH3:15]. Procedure: The procedure of Example 3 is repeated using 1.0 g of α-(3-chloropropyl)-3,4-dimethoxy-α-[(4-methylphenyl)thio]benzeneacetonitrile and 0.76 g of 1-methyl-6,7-dihydroxy-1,2,3,4-tetrahydroisoquinoline. This affords 0,253 g of the desired product as a beige gum.